This data is from the Open Reaction Database (ORD), a public repository of structured organic reaction records. The task is: describe an organic reaction: reactants, conditions, products, and yield Conditions: temperature 70 celsius. Procedure details: A mixture of (5R)-3-(3-fluoro-4-(4,4,5,5-tetramethyl-1,3,2-dioxaborolan-2-yl)phenyl)-5-(4-chloro-1H-1,2,3-triazol-1-ylmethyl)-1,3-oxazolidin-2-one (300 mg, 0.71 mmol), 5-bromo-2-(2-methyl-2H-tetrazol-5-yl)pyridine (170 mg, 0.71 mmol), and sodium carbonate (226 mg, 2.13 mmol) in N,N-dimethylformamide:water (5 mL, 10:1) was degassed, flushed with nitrogen, and treated with tetrakis(triphenylphosphine)palladium (0) (82 mg, 10 mol %). The reaction mixture was heated at 70° C. for 3 hours, cooled to ... Run in CN(C=O)C (N,N-dimethylformamide). As a reaction SMILES: [F:1][C:2]1[CH:3]=[C:4]([N:17]2[CH2:21][C@H:20]([CH2:22][N:23]3[CH:27]=[C:26]([Cl:28])[N:25]=[N:24]3)[O:19][C:18]2=[O:29])[CH:5]=[CH:6][C:7]=1B1OC(C)(C)C(C)(C)O1.Br[C:31]1[CH:32]=[CH:33][C:34]([C:37]2[N:38]=[N:39][N:40]([CH3:42])[N:41]=2)=[N:35][CH:36]=1.C(=O)([O-])[O-].[Na+].[Na+]>CN(C)C=O>[F:1][C:2]1[CH:3]=[C:4]([N:17]2[CH2:21][C@H:20]([CH2:22][N:23]3[CH:27]=[C:26]([Cl:28])[N:25]=[N:24]3)[O:19][C:18]2=[O:29])[CH:5]=[CH:6][C:7]=1[C:31]1[CH:36]=[N:35][C:34]([C:37]2[N:38]=[N:39][N:40]([CH3:42])[N:41]=2)=[CH:33][CH:32]=1 |f:2.3.4|. Product: FC=1C=C(C=CC1C=1C=NC(=CC1)C=1N=NN(N1)C)N1C(O[C@H](C1)CN1N=NC(=C1)Cl)=O ((5R)-3-(3-Fluoro-4-(6-(2-methyl-2H-tetrazol-5-yl)pyrid-3-yl)phenyl)-5-(4-chloro-1H-1,2,3-triazol-1-ylmethyl)-1,3-oxazolidin-2-one). The reactants are FC=1C=C(C=CC1B1OC(C(O1)(C)C)(C)C)N1C(O[C@H](C1)CN1N=NC(=C1)Cl)=O ((5R)-3-(3-fluoro-4-(4,4,5,5-tetramethyl-1,3,2-dioxaborolan-2-yl)phenyl)-5-(4-chloro-1H-1,2,3-triazol-1-ylmethyl)-1,3-oxazolidin-2-one), BrC=1C=CC(=NC1)C=1N=NN(N1)C (5-bromo-2-(2-methyl-2H-tetrazol-5-yl)pyridine), C([O-])([O-])=O.[Na+].[Na+] (sodium carbonate).